Task: describe an organic reaction: reactants, conditions, products, and yield. Dataset: the Open Reaction Database (ORD), a public repository of structured organic reaction records Reactants: CCN=C=NCCCN(C)C, CCN(C(C)C)C(C)C, O=C(O)C(F)(F)F, NCC(=O)N1CCN(C(=O)c2ccccc2C(F)(F)F)CC1, CN(C)C=O, O, On1nnc2ccccc21, O=C(O)c1ccc(Nc2ccccc2)cc1. The product is O=C(NCC(=O)N1CCN(C(=O)c2ccccc2C(F)(F)F)CC1)c1ccc(Nc2ccccc2)cc1. As a reaction SMILES: [CH3:26][CH2:27][N:28]=[C:29]=[N:30][CH2:31][CH2:32][CH2:33][N:34]([CH3:35])[CH3:36].[CH:1]([N:2]([CH2:3][CH3:4])[CH:5]([CH3:6])[CH3:7])([CH3:8])[CH3:9].[F:69][C:70]([F:71])([F:72])[C:73]([OH:74])=[O:75].[NH2:47][CH2:48][C:49](=[O:50])[N:51]1[CH2:52][CH2:53][N:54]([C:57]([c:58]2[c:59]([C:64]([F:65])([F:66])[F:67])[cH:60][cH:61][cH:62][cH:63]2)=[O:68])[CH2:55][CH2:56]1.[O:76]=[CH:77][N:78]([CH3:79])[CH3:80].[OH2:81].[OH:37][n:38]1[c:39]2[c:40]([cH:41][cH:42][cH:43][cH:44]2)[n:45][n:46]1.[c:10]1([NH:16][c:17]2[cH:18][cH:19][c:20]([C:21](=[O:22])[OH:23])[cH:24][cH:25]2)[cH:11][cH:12][cH:13][cH:14][cH:15]1>>[c:10]1([NH:16][c:17]2[cH:18][cH:19][c:20]([C:21](=[O:23])[NH:47][CH2:48][C:49](=[O:50])[N:51]3[CH2:52][CH2:53][N:54]([C:57]([c:58]4[c:59]([C:64]([F:65])([F:66])[F:67])[cH:60][cH:61][cH:62][cH:63]4)=[O:68])[CH2:55][CH2:56]3)[cH:24][cH:25]2)[cH:11][cH:12][cH:13][cH:14][cH:15]1. Reactants: C(=O)(O)CCP(CCC(=O)O)CCC(=O)O (tris(2-carboxyethyl)phosphine), C(C)(C)(C)OC(=O)N[C@H](C(=O)OCC1=CC=CC=C1)CCC(=O)N[C@H](C(=O)OCC)CS ((S)-benzyl 2-((tert-butoxycarbonyl)amino)-5-(((R)-1-ethoxy-3-mercapto-1-oxopropan-2-yl)amino)-5-oxopentanoate), C(C)(C)(C)OC(=O)N[C@H](C(=O)OCC1=CC=CC=C1)CCC(=O)N[C@H](C(=O)OCC)CS ((S)-benzyl 2-((tert-butoxycarbonyl)amino)-5-(((R)-1-ethoxy-3-mercapto-1-oxopropan-2-yl)amino)-5-oxopentanoate), C(C)(C)(C)S (tBuSH), 2,2′-azobis-2-(2-imidazolin-2-yl)propane. The solvent is CN(C)C=O (DMF). Conditions: time 15 minute. The product is C(C)(C)(C)OC(=O)N[C@H](C(=O)OCC1=CC=CC=C1)CCC(=O)N[C@H](C(=O)OCC)C ((S)-benzyl 2-((tert-butoxycarbonyl)amino)-5-(((S)-1-ethoxy-1-oxopropan-2-yl)amino)-5-oxopentanoate). The yield is 97.1%. RXN SMILES: C(CCP(CCC(O)=O)CCC(O)=O)(O)=O.[C:17]([O:21][C:22]([NH:24][C@@H:25]([CH2:36][CH2:37][C:38]([NH:40][C@@H:41]([CH2:47]S)[C:42]([O:44][CH2:45][CH3:46])=[O:43])=[O:39])[C:26]([O:28][CH2:29][C:30]1[CH:35]=[CH:34][CH:33]=[CH:32][CH:31]=1)=[O:27])=[O:23])([CH3:20])([CH3:19])[CH3:18].C(S)(C)(C)C>CN(C=O)C>[C:17]([O:21][C:22]([NH:24][C@@H:25]([CH2:36][CH2:37][C:38]([NH:40][C@@H:41]([CH3:47])[C:42]([O:44][CH2:45][CH3:46])=[O:43])=[O:39])[C:26]([O:28][CH2:29][C:30]1[CH:31]=[CH:32][CH:33]=[CH:34][CH:35]=1)=[O:27])=[O:23])([CH3:20])([CH3:19])[CH3:18]. Procedure details: A 0.4 M aqueous tris(2-carboxyethyl)phosphine (TCEP) solution (0.428 ml, 0.171 mmol) was added to a solution of (S)-benzyl 2-((tert-butoxycarbonyl)amino)-5-(((R)-1-ethoxy-3-mercapto-1-oxopropan-2-yl)amino)-5-oxopentanoate (Compound 3a) (20.0 mg, 0.0427 mmol) in DMF (0.8 ml), and the mixture was stirred at room temperature for 15 minutes. tBuSH (0.0144 ml, 0.128 mmol) and a 1 M aqueous 2,2′-azobis-2-(2-imidazolin-2-yl)propane (VA-044) solution (0.0427 ml, 0.0427 mmol) were then added and the mixt... Starting materials: CN1CCNCC1, Cc1ccccc1, CN1C(=O)c2cnc(-c3ccccc3)nc2N(C(=O)CCl)c2ccccc21, O. The product is CN1CCN(CC(=O)N2c3ccccc3N(C)C(=O)c3cnc(-c4ccccc4)nc32)CC1. As a reaction SMILES: [CH3:28][N:29]1[CH2:30][CH2:31][NH:32][CH2:33][CH2:34]1.[CH3:35][c:36]1[cH:37][cH:38][cH:39][cH:40][cH:41]1.[Cl:1][CH2:2][C:3](=[O:4])[N:5]1[c:6]2[c:7]([cH:18][n:19][c:20](-[c:22]3[cH:23][cH:24][cH:25][cH:26][cH:27]3)[n:21]2)[C:8](=[O:17])[N:9]([CH3:16])[c:10]2[c:11]1[cH:12][cH:13][cH:14][cH:15]2.[OH2:42]>>[CH2:2]([C:3](=[O:4])[N:5]1[c:6]2[c:7]([cH:18][n:19][c:20](-[c:22]3[cH:23][cH:24][cH:25][cH:26][cH:27]3)[n:21]2)[C:8](=[O:17])[N:9]([CH3:16])[c:10]2[c:11]1[cH:12][cH:13][cH:14][cH:15]2)[N:32]1[CH2:31][CH2:30][N:29]([CH3:28])[CH2:34][CH2:33]1. Starting materials: O (water), IC=1C=NNC1 (4-iodopyrazole), BrCCCCl (1-bromo-3-chloropropane), CC(C)([O-])C.[K+] (potassium t-butoxide). Isolated yield 95.0%. The solvent is CN(C)C=O (DMF). Reaction SMILES: [I:1][C:2]1[CH:3]=[N:4][NH:5][CH:6]=1.CC(C)([O-])C.[K+].Br[CH2:14][CH2:15][CH2:16][Cl:17].O>CN(C=O)C>[Cl:17][CH2:16][CH2:15][CH2:14][N:4]1[CH:3]=[C:2]([I:1])[CH:6]=[N:5]1 |f:1.2|. Yields the product ClCCCN1N=CC(=C1)I (1-(3-chloroprop-1-yl)-4-iodo-1H-pyrazole). Procedure details: 2.0 g (10.31 mmol) 4-iodopyrazole were dissolved in 20 ml DMF and 1.22 g (10.8 mmol) potassium t-butoxide was added. The mixture was stirred for 1 hour at room temperature and 1.06 ml (10.83 mmol) 1-bromo-3-chloropropane were added. A white precipitate appeared rapidly. After 30 minutes 50 ml water was added and the reaction mixture was extracted twice with 100 ml hexane. The combined organic layers were dried over MgSO4 and the solvent was removed to give 2.65 g of the desired product as a colo... Reaction conditions: time 1 hour. Reactants: COC(OC)OC (trimethylorthoformate), resultant mixture, C(C)[Mg]Br (ethyl magnesium bromide), C#CCCCCCCCC (1-decyne). The solvent is C(C)OCC (diethyl ether), C(C)OCC (diethyl ether). Yields the product COC(C#CCCCCCCCC)OC (1,1-dimethoxy-2-undecyne). Reaction SMILES: C([Mg]Br)C.[CH:5]#[C:6][CH2:7][CH2:8][CH2:9][CH2:10][CH2:11][CH2:12][CH2:13][CH3:14].[CH3:15][O:16][CH:17](OC)[O:18][CH3:19]>C(OCC)C>[CH3:15][O:16][CH:17]([O:18][CH3:19])[C:5]#[C:6][CH2:7][CH2:8][CH2:9][CH2:10][CH2:11][CH2:12][CH2:13][CH3:14]. Procedure: To freshly prepared ethyl magnesium bromide (from 61 mmoles bromoethane and 63 mmoles magnesium) was added 1-decyne (50 mmoles) in diethyl ether (10 ml) dropwise at ambient temperature. The reaction mixture was then heated at reflux for 2 hours. After cooling the reaction mixture, trimethylorthoformate (75 mmoles) in diethyl ether (10 ml) was added and the resultant mixture heated to distill off the diethyl ether. The resultant paste was taken up in anhydrous toluene (50 ml) and heated at reflux... Starting materials: C(C)(C)(C)N1N=CC(=C(C1=O)Cl)O (2-t-butyl-4-chloro-5-hydroxy-3(2H)-pyridazinone), C(CC)OCCOC1=CC=C(CBr)C=C1 (4-(2-propoxyethoxy)-benzyl bromide), C([O-])([O-])=O.[K+].[K+] (potassium carbonate). Run in CN(C=O)C (N,N-dimethylformamide). Reaction conditions: time 3 hour. Yields the product C(C)(C)(C)N1N=CC(=C(C1=O)Cl)OCC1=CC=C(C=C1)OCCOCCC (2-t-butyl-4-chloro-5-[4-(2-propoxyethoxy)-benzyloxy]-3(2H)-pyridazinone). Isolated yield 35.9%. RXN SMILES: [C:1]([N:5]1[C:10](=[O:11])[C:9]([Cl:12])=[C:8]([OH:13])[CH:7]=[N:6]1)([CH3:4])([CH3:3])[CH3:2].[CH2:14]([O:17][CH2:18][CH2:19][O:20][C:21]1[CH:28]=[CH:27][C:24]([CH2:25]Br)=[CH:23][CH:22]=1)[CH2:15][CH3:16].C(=O)([O-])[O-].[K+].[K+]>CN(C)C=O>[C:1]([N:5]1[C:10](=[O:11])[C:9]([Cl:12])=[C:8]([O:13][CH2:25][C:24]2[CH:23]=[CH:22][C:21]([O:20][CH2:19][CH2:18][O:17][CH2:14][CH2:15][CH3:16])=[CH:28][CH:27]=2)[CH:7]=[N:6]1)([CH3:4])([CH3:2])[CH3:3] |f:2.3.4|. Procedure details: In 30 ml of N,N-dimethylformamide were dissolved 2.0 g of 2-t-butyl-4-chloro-5-hydroxy-3(2H)-pyridazinone and 3.0 g of 4-(2-propoxyethoxy)-benzyl bromide, and then 2.0 g of anhydrous potassium carbonate was added thereto. The mixture was heated under stirring on an oil bath at 80° to 90° C. for 3 hours. Then, procedures similar to those in Preparation Example 2 were carried out to obtain 1.4 g of the aimed product as an oil. The reactants are CN(C=O)C (N,N-dimethylformamide), CC(C)OC(N[C@@H]1C[C@@H](N(C2=CC=C(C=C12)C#C)C(C)=O)C)=O (1-methylethyl[(2S,4R)-1-acetyl-6-ethynyl-2-methyl-1,2,3,4-tetrahydro-4-quinolinyl]carbamate), N(=[N+]=[N-])CCNC(OC(C)(C)C)=O (1,1-Dimethylethyl (2-azidoethyl)carbamate), Intermediate 78, Intermediate 58. The reagents and catalysts are [Cu]I (copper(I) iodide). The solvent is CO (methanol). Reaction conditions: temperature 100 celsius, time 2 hour. Yields the product CC(C)OC(N[C@@H]1C[C@@H](N(C2=CC=C(C=C12)C=1N=NN(C1)CCNC(=O)OC(C)(C)C)C(C)=O)C)=O (1-methylethyl((2S,4R)-1-acetyl-6-{1-[2-({[(1,1-dimethylethyl)oxy]carbonyl}amino)ethyl]-1H-1,2,3-triazol-4-yl}-2-methyl-1,2,3,4-tetrahydro-4-quinolinyl)carbamate). Isolated yield 85.0%. As a reaction SMILES: [CH3:1][CH:2]([O:4][C:5](=[O:23])[NH:6][C@H:7]1[C:16]2[C:11](=[CH:12][CH:13]=[C:14]([C:17]#[CH:18])[CH:15]=2)[N:10]([C:19](=[O:21])[CH3:20])[C@@H:9]([CH3:22])[CH2:8]1)[CH3:3].CN(C)C=O.[N:29]([CH2:32][CH2:33][NH:34][C:35](=[O:41])[O:36][C:37]([CH3:40])([CH3:39])[CH3:38])=[N+:30]=[N-:31]>[Cu]I.CO>[CH3:3][CH:2]([O:4][C:5](=[O:23])[NH:6][C@H:7]1[C:16]2[C:11](=[CH:12][CH:13]=[C:14]([C:17]3[N:31]=[N:30][N:29]([CH2:32][CH2:33][NH:34][C:35]([O:36][C:37]([CH3:40])([CH3:39])[CH3:38])=[O:41])[CH:18]=3)[CH:15]=2)[N:10]([C:19](=[O:21])[CH3:20])[C@@H:9]([CH3:22])[CH2:8]1)[CH3:1]. Procedure details: A flask was charged with 1-methylethyl[(2S,4R)-1-acetyl-6-ethynyl-2-methyl-1,2,3,4-tetrahydro-4-quinolinyl]carbamate (for a preparation, see Intermediate 58) (80 mg, 0.254 mmol) and copper(I) iodide (2.423 mg, 0.013 mmol) then filled with N,N-dimethylformamide (DMF) (1.8 mL) and methanol (0.200 mL). 1,1-Dimethylethyl (2-azidoethyl)carbamate (for a preparation, see Intermediate 78) (95 mg, 0.509 mmol) was added and the resulting mixture was stirred under microwave irradiation at 100° C. for 2 h t...